This data is from the Open Reaction Database (ORD), a public repository of structured organic reaction records. The task is: describe an organic reaction: reactants, conditions, products, and yield Starting materials: BrC1=CC=C2CC(N(CC2=C1)C1=NC(=NC(=C1)N1CCN(CC1)C)N)C (4-(7-bromo-3-methyl-3,4-dihydroisoquinolin-2(1H)-yl)-6-(4-methylpiperazin-1-yl)pyrimidin-2-amine), C1(CCC1)CN1N=CC(=C1)B1OC(C(O1)(C)C)(C)C (1-(cyclobutylmethyl)-4-(4,4,5,5-tetramethyl-1,3,2-dioxaborolan-2-yl)-1H-pyrazole), C([O-])(O)=O.[Na+] (sodium bicarbonate), O1CCOCC1 (1,4-dioxane). Reagents/catalysts: C=1C=CC(=CC1)[P](C=2C=CC=CC2)(C=3C=CC=CC3)[Pd]([P](C=4C=CC=CC4)(C=5C=CC=CC5)C=6C=CC=CC6)([P](C=7C=CC=CC7)(C=8C=CC=CC8)C=9C=CC=CC9)[P](C=1C=CC=CC1)(C=1C=CC=CC1)C=1C=CC=CC1 (tetrakis(triphenylphosphine)palladium(0)). The solvent is CO (methanol), O (water). Conditions: temperature 90 celsius, time 8 hour. Yields the product C1(CCC1)CN1N=CC(=C1)C1=CC=C2CC(N(CC2=C1)C1=NC(=NC(=C1)N1CCN(CC1)C)N)C (4-[7-[1-(cyclobutylmethyl)-1H-pyrazol-4-yl]-3-methyl-3,4-dihydroisoquinolin-2(1H)-yl]-6-(4-methylpiperazin-1-yl)pyrimidin-2-amine). Yield: 65.6%. As a reaction SMILES: Br[C:2]1[CH:11]=[C:10]2[C:5]([CH2:6][CH:7]([CH3:26])[N:8]([C:12]3[CH:17]=[C:16]([N:18]4[CH2:23][CH2:22][N:21]([CH3:24])[CH2:20][CH2:19]4)[N:15]=[C:14]([NH2:25])[N:13]=3)[CH2:9]2)=[CH:4][CH:3]=1.[CH:27]1([CH2:31][N:32]2[CH:36]=[C:35](B3OC(C)(C)C(C)(C)O3)[CH:34]=[N:33]2)[CH2:30][CH2:29][CH2:28]1.C(=O)(O)[O-].[Na+].O1CCOCC1>CO.C1C=CC([P]([Pd]([P](C2C=CC=CC=2)(C2C=CC=CC=2)C2C=CC=CC=2)([P](C2C=CC=CC=2)(C2C=CC=CC=2)C2C=CC=CC=2)[P](C2C=CC=CC=2)(C2C=CC=CC=2)C2C=CC=CC=2)(C2C=CC=CC=2)C2C=CC=CC=2)=CC=1.O>[CH:27]1([CH2:31][N:32]2[CH:36]=[C:35]([C:2]3[CH:11]=[C:10]4[C:5]([CH2:6][CH:7]([CH3:26])[N:8]([C:12]5[CH:17]=[C:16]([N:18]6[CH2:23][CH2:22][N:21]([CH3:24])[CH2:20][CH2:19]6)[N:15]=[C:14]([NH2:25])[N:13]=5)[CH2:9]4)=[CH:4][CH:3]=3)[CH:34]=[N:33]2)[CH2:30][CH2:29][CH2:28]1 |f:2.3,^1:62,64,83,102|. Procedure: A mixture of 4-(7-bromo-3-methyl-3,4-dihydroisoquinolin-2(1H)-yl)-6-(4-methylpiperazin-1-yl)pyrimidin-2-amine (10 mg, 0.02 mmol; Peak 1, Example 49, Step 7), 1-(cyclobutylmethyl)-4-(4,4,5,5-tetramethyl-1,3,2-dioxaborolan-2-yl)-1H-pyrazole (6.9 mg, 0.026 mmol), tetrakis(triphenylphosphine)palladium(0) (1.4 mg, 0.0012 mmol), and sodium bicarbonate (6.0 mg, 0.072 mmol) in a solution of 1,4-dioxane (0.2 mL) and water (0.1 mL) in a reaction vial was stirred at 90° C. overnight. It was diluted with me... Reactants: C(C)N(CCCOC1=CC(=CC=C1)[N+](=O)[O-])CC (N,N-diethyl-N-[3-(3-nitrophenoxy)propyl]amine). The reagents and catalysts are [Pd] (Pd/C). The solvent is CO (MeOH). Product: NC=1C=C(OCCCN(CC)CC)C=CC1 (N-[3-(3-aminophenoxy)propyl]-N,N-diethylamine). RXN SMILES: [CH2:1]([N:3]([CH2:17][CH3:18])[CH2:4][CH2:5][CH2:6][O:7][C:8]1[CH:13]=[CH:12][CH:11]=[C:10]([N+:14]([O-])=O)[CH:9]=1)[CH3:2]>CO.[Pd]>[NH2:14][C:10]1[CH:9]=[C:8]([CH:13]=[CH:12][CH:11]=1)[O:7][CH2:6][CH2:5][CH2:4][N:3]([CH2:1][CH3:2])[CH2:17][CH3:18]. Reported procedure: The N,N-diethyl-N-[3-(3-nitrophenoxy)propyl]amine (1 mmol) was dissolved in MeOH (5 mL) and hydrogenated in the presence of 10% Pd/C (50 mg) until completion as indicated by TLC or HPLC, according to General Procedure H. The reaction mixture was then filtered to remove the catalyst. The solvent was removed in vacuuo to afford the desired N-[3-(3-aminophenoxy)propyl]-N,N-diethylamine, which was used directly for further transformation without further purification. Starting materials: CCCCc1nc(C(C)=O)c(C#N)n1C(c1ccccc1)(c1ccccc1)c1ccccc1, CC(=O)O. Yields the product CCCCc1nc(C(C)=O)c(C#N)[nH]1. RXN SMILES: [C:1]([CH3:2])(=[O:3])[c:4]1[n:5][c:6]([CH2:30][CH2:31][CH2:32][CH3:33])[n:7]([C:11]([c:12]2[cH:13][cH:14][cH:15][cH:16][cH:17]2)([c:18]2[cH:19][cH:20][cH:21][cH:22][cH:23]2)[c:24]2[cH:25][cH:26][cH:27][cH:28][cH:29]2)[c:8]1[C:9]#[N:10].[CH3:34][C:35](=[O:36])[OH:37]>>[C:1]([CH3:2])(=[O:3])[c:4]1[n:5][c:6]([CH2:30][CH2:31][CH2:32][CH3:33])[nH:7][c:8]1[C:9]#[N:10]. Starting materials: Cc1ccc(S(=O)(=O)O)cc1, COc1cc(Nc2nc3n(n2)CCC(=O)CC3c2ccc(F)cc2)ccc1-n1cnc(Cl)c1, O=C(O)C(F)(F)F, O=C(O)C(F)(F)F, O, OCCO, c1ccccc1. Yields the product COc1cc(Nc2nc3n(n2)CCC2(CC3c3ccc(F)cc3)OCCO2)ccc1-n1cnc(Cl)c1, O=C(O)C(F)(F)F. Reaction SMILES: [CH3:45][c:46]1[cH:47][cH:48][c:49]([S:50](=[O:51])(=[O:52])[OH:53])[cH:54][cH:55]1.[Cl:8][c:9]1[n:10][cH:11][n:12](-[c:14]2[c:15]([O:39][CH3:40])[cH:16][c:17]([NH:20][c:21]3[n:22][n:23]4[c:24]([n:38]3)[CH:25]([c:31]3[cH:32][cH:33][c:34]([F:37])[cH:35][cH:36]3)[CH2:26][C:27](=[O:30])[CH2:28][CH2:29]4)[cH:18][cH:19]2)[cH:13]1.[F:1][C:2]([C:3](=[O:4])[OH:5])([F:6])[F:7].[F:57][C:58]([F:59])([F:60])[C:61]([OH:62])=[O:63].[OH2:56].[OH:41][CH2:42][CH2:43][OH:44].[cH:64]1[cH:65][cH:66][cH:67][cH:68][cH:69]1>>[Cl:8][c:9]1[n:10][cH:11][n:12](-[c:14]2[c:15]([O:39][CH3:40])[cH:16][c:17]([NH:20][c:21]3[n:22][n:23]4[c:24]([n:38]3)[CH:25]([c:31]3[cH:32][cH:33][c:34]([F:37])[cH:35][cH:36]3)[CH2:26][C:27]3([CH2:28][CH2:29]4)[O:30][CH2:43][CH2:42][O:41]3)[cH:18][cH:19]2)[cH:13]1.[F:1][C:2]([C:3](=[O:4])[OH:5])([F:6])[F:7]. Reactants: ClC=1C(=NC=CN1)N1CCNCC1 (3′-chloro-3,4,5,6-tetrahydro-2H-[1,2′]bipyrazinyl), C1(=CC=CC=C1)N1N=CC(=C1)C=O (1-phenyl-1H-pyrazole-4-carbaldehyde), C(C)(=O)O[BH-](OC(C)=O)OC(C)=O.[Na+] (sodium triacetoxyborohydride). Run in O1CCCC1 (tetrahydrofuran). Yields the product ClC=1C(=NC=CN1)N1CCN(CC1)CC=1C=NN(C1)C1=CC=CC=C1 (3′-chloro-4-(1-phenyl-1H-pyrazol-4-ylmethyl)-3,4,5,6-tetrahydro-2H-[1,2′]bipyrazinyl). Isolated yield 75.2%. Reaction SMILES: [Cl:1][C:2]1[C:3]([N:8]2[CH2:13][CH2:12][NH:11][CH2:10][CH2:9]2)=[N:4][CH:5]=[CH:6][N:7]=1.[C:14]1([N:20]2[CH:24]=[C:23]([CH:25]=O)[CH:22]=[N:21]2)[CH:19]=[CH:18][CH:17]=[CH:16][CH:15]=1.C(O[BH-](OC(=O)C)OC(=O)C)(=O)C.[Na+]>O1CCCC1>[Cl:1][C:2]1[C:3]([N:8]2[CH2:9][CH2:10][N:11]([CH2:25][C:23]3[CH:22]=[N:21][N:20]([C:14]4[CH:15]=[CH:16][CH:17]=[CH:18][CH:19]=4)[CH:24]=3)[CH2:12][CH2:13]2)=[N:4][CH:5]=[CH:6][N:7]=1 |f:2.3|. Procedure: Stir together 3′-chloro-3,4,5,6-tetrahydro-2H-[1,2′]bipyrazinyl (1.6 g, 8.43 mmol) and 1-phenyl-1H-pyrazole-4-carbaldehyde (2.17 g, 12.6 mmol) in dry tetrahydrofuran (10 mL) at room temperature for 15 min., under nitrogen. Add sodium triacetoxyborohydride (2.68 g, 12.6 mmol) and stir reaction for 1 hr. Quench reaction mixture with saturated aq. sodium bicarbonate (50 mL), then extract with DCM (3×50 mL) and pass through an IST Phase Separator Frit®. Concentrate and purify (silica gel chromatogra... Starting materials: starch iodide, C([O-])([O-])=O.[Ca+2] (calcium carbonate), NC1=CC=C2C=CN=CC2=C1Cl (7-Amino-8-chloroisoquinoline), N(=O)[O-].[Na+] (sodium nitrite), cuprous oxide, cupric sulfate pentahydrate, N(=O)O (nitrous acid), N(=O)[O-].[Na+] (sodium nitrite). Solvent: O (water), S(O)(O)(=O)=O (sulfuric acid). Conditions: temperature 50 celsius, time 30 minute. Product: ClC=1C(=CC=C2C=CN=CC12)[N+](=O)[O-] (8-chloro-7-nitroisoquinoline). As a reaction SMILES: N[C:2]1[C:11]([Cl:12])=[C:10]2[C:5]([CH:6]=[CH:7][N:8]=[CH:9]2)=[CH:4][CH:3]=1.[N:13]([O-:15])=[O:14].[Na+].N(O)=O.C(=O)([O-])[O-].[Ca+2]>S(=O)(=O)(O)O.O>[Cl:12][C:11]1[C:2]([N+:13]([O-:15])=[O:14])=[CH:3][CH:4]=[C:5]2[C:10]=1[CH:9]=[N:8][CH:7]=[CH:6]2 |f:1.2,4.5|. Procedure: 7-Amino-8-chloroisoquinoline (0.05 mole) in dilute aqueous sulfuric acid at 3° C. is treated with sodium nitrite (0.05 mole). After 30 minutes, the reaction mixture is tested for nitrous acid with starch/iodide paper as described in Example 15. When a positive reaction is obtained, the mixture is neutralized with aqueous calcium carbonate solution and added with stirring to a hot solution (50° C.) of 50 g. of sodium nitrite, 5 g. of cupric sulfate pentahydrate and 50 ml. of water containing 3 g.... Reactants: CN1C=CC=C1 (1-Methylpyrrole), C(CCC)[Li] (butyllithium), C(CCC)[Sn](CCCC)(CCCC)Cl (Tributyltin chloride), CN(CCN(C)C)C (N,N,N',N'-Tetramethylethylenediamine). The solvent is C1CCOC1 (THF). Run at temperature -35 celsius, time 90 minute. Yields the product CN1C(=CC=C1)[Sn](CCCC)(CCCC)CCCC ((1-methylpyrrol-2-yl)tributyltin). RXN SMILES: [CH3:1][N:2]1[CH:6]=[CH:5][CH:4]=[CH:3]1.C([Li])CCC.CN(C)CCN(C)C.[CH2:20]([Sn:24](Cl)([CH2:29][CH2:30][CH2:31][CH3:32])[CH2:25][CH2:26][CH2:27][CH3:28])[CH2:21][CH2:22][CH3:23]>C1COCC1>[CH3:1][N:2]1[CH:6]=[CH:5][CH:4]=[C:3]1[Sn:24]([CH2:25][CH2:26][CH2:27][CH3:28])([CH2:29][CH2:30][CH2:31][CH3:32])[CH2:20][CH2:21][CH2:22][CH3:23]. Procedure: 1-Methylpyrrole (0.065 g) was added to a cooled (-35° C.), stirred solution of butyllithium (2.5M, 0.32 mL) in dry THF (5 mL). N,N,N',N'-Tetramethylethylenediamine (0.090 g) was then added and the mixture was stirred for 90 min at -10° to -15° C. Tributyltin chloride (0.26 g) was then slowly added, and the mixture was allowed to warm to room temperature and stirred for 15 min. The solvent was evaporated to provide (1-methylpyrrol-2-yl)tributyltin, suitable for use in the next reaction.